describe an organic reaction: reactants, conditions, products, and yield From a dataset of the Open Reaction Database (ORD), a public repository of structured organic reaction records. Starting materials: COC1=C(C=CC=C1)N1CCN(CC1)CCCN1C(NC=C(C1=O)C)=O (3-{3-[4-(2-methoxyphenyl)piperazin-1-yl]propyl}-5-methyl-2,4(1H,3H)-pyrimidinedione), S(=O)(=O)(OC)OC (dimethyl sulfate), [F-].C(CCC)[N+](CCCC)(CCCC)CCCC (tetrabutylammonium fluoride). Reaction conditions: temperature 25 celsius, time 4 hour. The product is COC1=C(C=CC=C1)N1CCN(CC1)CCCN1C(N(C=C(C1=O)C)C)=O (3-{3-[4-(2-methoxyphenyl)piperazin-1-yl]propyl}-1,5-dimethyl-2,4(1H,3H)-pyrimidinedione). RXN SMILES: [CH3:1][O:2][C:3]1[CH:8]=[CH:7][CH:6]=[CH:5][C:4]=1[N:9]1[CH2:14][CH2:13][N:12]([CH2:15][CH2:16][CH2:17][N:18]2[C:23](=[O:24])[C:22]([CH3:25])=[CH:21][NH:20][C:19]2=[O:26])[CH2:11][CH2:10]1.S(OC)(O[CH3:31])(=O)=O.[F-].C([N+](CCCC)(CCCC)CCCC)CCC>>[CH3:1][O:2][C:3]1[CH:8]=[CH:7][CH:6]=[CH:5][C:4]=1[N:9]1[CH2:10][CH2:11][N:12]([CH2:15][CH2:16][CH2:17][N:18]2[C:23](=[O:24])[C:22]([CH3:25])=[CH:21][N:20]([CH3:31])[C:19]2=[O:26])[CH2:13][CH2:14]1 |f:2.3|. Procedure: A mixture of 3-{3-[4-(2-methoxyphenyl)piperazin-1-yl]propyl}-5-methyl-2,4(1H,3H)-pyrimidinedione (550 mg, 1.53 mmol), prepared as in Example 32, dimethyl sulfate (193 mg, 1.53 mmol) and 0.1N tetrabutylammonium fluoride (100 mL, 10 mmol in THF) was stirred 4 hours at 25° C. The reaction mixture then was concentrated in vacuo and the residue was purified by column chromatography on silica gel eluting with ethyl acetate to give 3-{3-[4-(2-methoxyphenyl)piperazin-1-yl]propyl}-1,5-dimethyl-2,4(1H,3H)... Starting materials: CCOCC (ether), CN1C(C2=C(NC3=C1C=CC=C3)N=CC=C2)=O (6,11-dihydro-6-methyl-5H-pyrido[2,3-b][1,5]benzodiazepin-5-one), CN(CCCl)C (2-dimethylamino-ethyl chloride), [H-].[Na+] (sodium hydride). Run in O (water), C=1(C(=CC=CC1)C)C (xylene). The product is CN(CCN1C2=C(C(N(C3=C1C=CC=C3)C)=O)C=CC=N2)C (11-(2'-dimethylamino-ethyl)-6,11-dihydro-6-methyl-5H-pyrido[2,3-b][1,5]benzodiazepin-5-one). Isolated yield 59.1%. As a reaction SMILES: [CH3:1][N:2]1[C:8]2[CH:9]=[CH:10][CH:11]=[CH:12][C:7]=2[NH:6][C:5]2[N:13]=[CH:14][CH:15]=[CH:16][C:4]=2[C:3]1=[O:17].[H-].[Na+].[CH3:20][N:21]([CH3:25])[CH2:22][CH2:23]Cl.CCOCC>C1(C)C(C)=CC=CC=1.O>[CH3:20][N:21]([CH3:25])[CH2:22][CH2:23][N:6]1[C:7]2[CH:12]=[CH:11][CH:10]=[CH:9][C:8]=2[N:2]([CH3:1])[C:3](=[O:17])[C:4]2[CH:16]=[CH:15][CH:14]=[N:13][C:5]1=2 |f:1.2|. Reported procedure: 9.0 gm of 6,11-dihydro-6-methyl-5H-pyrido[2,3-b][1,5]benzodiazepin-5-one were dissolved in 200 ml of hot absolute xylene, 2.1 gm of 50% sodium hydride in mineral oil were added to the solution, and the mixture was refluxed for 2 hours. Then, 5.3 gm of 2-dimethylamino-ethyl chloride were added dropwise, and the mixture was refluxed for 16 hours more. The cooled reaction mixture was shaken with a mixture of ether and water, and the organic phase was separated and extracted with dilute acetic acid.... Starting materials: N1=C(C=CC=C1)CC12N(CCNC1)C(N(C2=O)CC(F)(F)F)=O (8a-pyridin-2-ylmethyl-2-(2,2,2-trifluoro-ethyl)-tetrahydro-imidazo[1,5-a]pyrazine-1,3-dione), O (water), C([C@@H](O)[C@H](O)C(=O)O)(=O)O (D-tartaric acid). Run in CC(=O)C (acetone). Conditions: temperature 56 celsius, time 3 hour. The product is N1=C(C=CC=C1)C[C@]12N(CCNC1)C(N(C2=O)CC(F)(F)F)=O (8a(S)-pyridin-2-ylmethyl-2-(2,2,2-trifluoro-ethyl)-tetrahydro-imidazo[1,5-a]pyrazine-1,3-dione), C(=O)([O-])[C@@H](O)[C@H](O)C(=O)[O-] (D-tartrate). The yield is 73.0%. Reaction SMILES: [N:1]1[CH:6]=[CH:5][CH:4]=[CH:3][C:2]=1[CH2:7][C:8]12[C:16](=[O:17])[N:15]([CH2:18][C:19]([F:22])([F:21])[F:20])[C:14](=[O:23])[N:9]1[CH2:10][CH2:11][NH:12][CH2:13]2.O.[C:25]([OH:34])(=[O:33])[C@H:26]([C@@H:28]([C:30]([OH:32])=[O:31])[OH:29])[OH:27]>CC(C)=O>[N:1]1[CH:6]=[CH:5][CH:4]=[CH:3][C:2]=1[CH2:7][C@:8]12[C:16](=[O:17])[N:15]([CH2:18][C:19]([F:21])([F:22])[F:20])[C:14](=[O:23])[N:9]1[CH2:10][CH2:11][NH:12][CH2:13]2.[C:30]([C@H:28]([C@@H:26]([C:25]([O-:34])=[O:33])[OH:27])[OH:29])([O-:32])=[O:31]. Procedure: To a solution of 8a-pyridin-2-ylmethyl-2-(2,2,2-trifluoro-ethyl)-tetrahydro-imidazo[1,5-a]pyrazine-1,3-dione (prepared according to the method described in Step 6, 106 g, 0.325 mol) in acetone (2120 mL) and water (212 mL) was added D-tartaric acid (48.46 g, 0.325 mol). White precipitate formed and it was granulated for 3 hours. The solids were collected by suction filtration and washed with acetone. The solvent damp solids were placed in acetone (1000 mL) and stirred at 56° C. overnight. The sol... Reactants: CC1(C)C(C(=O)c2cn(CC3CCOCC3)c3cc(Br)ccc23)C1(C)C, O=C([O-])[O-], CCCc1cccc(CCC)c1-n1cc[n+](-c2c(CCC)cccc2CCC)c1, Cc1ccccc1, [Cl-], [Na+], [Na+], O=C(C=Cc1ccccc1)C=Cc1ccccc1, O=C(C=Cc1ccccc1)C=Cc1ccccc1, O=C(C=Cc1ccccc1)C=Cc1ccccc1, OB(O)c1ccccc1, [Pd], [Pd]. Yields the product CC1(C)C(C(=O)c2cn(CC3CCOCC3)c3cc(-c4ccccc4)ccc23)C1(C)C. RXN SMILES: [Br:1][c:2]1[cH:3][cH:4][c:5]2[c:6]([C:18](=[O:19])[CH:20]3[C:21]([CH3:25])([CH3:26])[C:22]3([CH3:23])[CH3:24])[cH:7][n:8]([CH2:11][CH:12]3[CH2:13][CH2:14][O:15][CH2:16][CH2:17]3)[c:9]2[cH:10]1.[C:66](=[O:67])([O-:68])[O-:69].[CH2:37]([c:38]1[cH:39][cH:40][cH:41][c:42]([CH2:43][CH2:44][CH3:45])[c:46]1-[n+:47]1[cH:48][cH:49][n:50](-[c:51]2[c:52]([CH2:53][CH2:54][CH3:55])[cH:56][cH:57][cH:58][c:59]2[CH2:60][CH2:61][CH3:62])[cH:63]1)[CH2:64][CH3:65].[CH3:72][c:73]1[cH:74][cH:75][cH:76][cH:77][cH:78]1.[Cl-:36].[Na+:70].[Na+:71].[O:117]=[C:118]([CH:119]=[CH:120][c:121]1[cH:122][cH:123][cH:124][cH:125][cH:126]1)[CH:127]=[CH:128][c:129]1[cH:130][cH:131][cH:132][cH:133][cH:134]1.[O:81]=[C:82]([CH:83]=[CH:84][c:85]1[cH:86][cH:87][cH:88][cH:89][cH:90]1)[CH:91]=[CH:92][c:93]1[cH:94][cH:95][cH:96][cH:97][cH:98]1.[O:99]=[C:100]([CH:101]=[CH:102][c:103]1[cH:104][cH:105][cH:106][cH:107][cH:108]1)[CH:109]=[CH:110][c:111]1[cH:112][cH:113][cH:114][cH:115][cH:116]1.[OH:27][B:28]([OH:29])[c:30]1[cH:31][cH:32][cH:33][cH:34][cH:35]1.[Pd:79].[Pd:80]>>[c:2]1(-[c:30]2[cH:31][cH:32][cH:33][cH:34][cH:35]2)[cH:3][cH:4][c:5]2[c:6]([C:18](=[O:19])[CH:20]3[C:21]([CH3:25])([CH3:26])[C:22]3([CH3:23])[CH3:24])[cH:7][n:8]([CH2:11][CH:12]3[CH2:13][CH2:14][O:15][CH2:16][CH2:17]3)[c:9]2[cH:10]1.